The task is: describe an organic reaction: reactants, conditions, products, and yield. This data is from the Open Reaction Database (ORD), a public repository of structured organic reaction records. The reactants are ClC1=C(C=CC(=C1)Cl)C=1C(OC2=C(C(=CC=C2C1CC1=CC=C(C=C1)OCCN1CCCC1)O)I)=O (3-(2,4-dichlorophenyl)-7-hydroxy-8-iodo-4-(4-(2-pyrrolidin-1-yl-ethoxy)-benzyl)-chromen-2-one), C(=O)([O-])[O-].[K+].[K+] (K2CO3), CB1OB(OB(O1)C)C (trimethylboroxine). Reagents/catalysts: C=1C=CC(=CC1)[P](C=2C=CC=CC2)(C=3C=CC=CC3)[Pd]([P](C=4C=CC=CC4)(C=5C=CC=CC5)C=6C=CC=CC6)([P](C=7C=CC=CC7)(C=8C=CC=CC8)C=9C=CC=CC9)[P](C=1C=CC=CC1)(C=1C=CC=CC1)C=1C=CC=CC1 (Pd(Ph3P)4). Solvent: O1CCOCC1 (dioxane). Product: ClC1=C(C=CC(=C1)Cl)C=1C(OC2=C(C(=CC=C2C1CC1=CC=C(C=C1)OCCN1CCCC1)O)C)=O (3-(2,4-Dichlorophenyl)-7-hydroxy-8-methyl-4-(4-(2-pyrrolidin-1-yl-ethoxy)-benzyl)-chromen-2-one), solid. Isolated yield 14.0%. Reaction SMILES: [Cl:1][C:2]1[CH:7]=[C:6]([Cl:8])[CH:5]=[CH:4][C:3]=1[C:9]1[C:10](=[O:36])[O:11][C:12]2[C:17]([C:18]=1[CH2:19][C:20]1[CH:25]=[CH:24][C:23]([O:26][CH2:27][CH2:28][N:29]3[CH2:33][CH2:32][CH2:31][CH2:30]3)=[CH:22][CH:21]=1)=[CH:16][CH:15]=[C:14]([OH:34])[C:13]=2I.[C:37]([O-])([O-])=O.[K+].[K+].CB1OB(C)OB(C)O1>O1CCOCC1.C1C=CC([P]([Pd]([P](C2C=CC=CC=2)(C2C=CC=CC=2)C2C=CC=CC=2)([P](C2C=CC=CC=2)(C2C=CC=CC=2)C2C=CC=CC=2)[P](C2C=CC=CC=2)(C2C=CC=CC=2)C2C=CC=CC=2)(C2C=CC=CC=2)C2C=CC=CC=2)=CC=1>[Cl:1][C:2]1[CH:7]=[C:6]([Cl:8])[CH:5]=[CH:4][C:3]=1[C:9]1[C:10](=[O:36])[O:11][C:12]2[C:17]([C:18]=1[CH2:19][C:20]1[CH:25]=[CH:24][C:23]([O:26][CH2:27][CH2:28][N:29]3[CH2:33][CH2:32][CH2:31][CH2:30]3)=[CH:22][CH:21]=1)=[CH:16][CH:15]=[C:14]([OH:34])[C:13]=2[CH3:37] |f:1.2.3,^1:61,63,82,101|. Procedure: A mixture of 3-(2,4-dichlorophenyl)-7-hydroxy-8-iodo-4-(4-(2-pyrrolidin-1-yl-ethoxy)-benzyl)-chromen-2-one (1.85 g, 2.91 mmol), K2CO3 (1.21 g, 8.75 mmol), trimethylboroxine (427 μL, 3.05 mmol) and Pd(Ph3P)4 (336 mg, 0.29 mmol) in anhydrous dioxane (22 mL) was stirred at reflux temperature for 2.5 h. After cooling the resultant green suspension to room temperature, the solvent was removed in vacuo. The resultant residue was dissolved in CH2Cl2, and the organic layer was washed with H2O and brine,... The reactants are COC(C=C)=O (methylacrylate), CCCCCCCCS (1-octylthiol). The reagents and catalysts are [OH-].C(C1=CC=CC=C1)[N+](C)(C)C (benzyl trimethyl ammonium hydroxide). Reaction conditions: time 3 hour. Product: C(CCCCCCC)SCCC(=O)OC (3-(n-octylthio)-propanoic acid, methyl ester). Yield: 143.6%. RXN SMILES: [CH3:1][CH2:2][CH2:3][CH2:4][CH2:5][CH2:6][CH2:7][CH2:8][SH:9].[CH3:10][O:11][C:12](=[O:15])[CH:13]=[CH2:14]>[OH-].C([N+](C)(C)C)C1C=CC=CC=1>[CH2:8]([S:9][CH2:14][CH2:13][C:12]([O:11][CH3:10])=[O:15])[CH2:7][CH2:6][CH2:5][CH2:4][CH2:3][CH2:2][CH3:1] |f:2.3|. Procedure details: Into the same type of equipment used in Example 1, 146 grams of 1-octylthiol was added over a 40 minute period with stirring to 0.7 grams of benzyl trimethyl ammonium hydroxide and 180.6 grams of methylacrylate. Over the 1/2 hour period, the temperature of the reaction went from 25° C. to 60° C. The reaction was stirred an extra 3.0 hours wherein the temperature went from 60° C. to 28° C. The reaction mixture was stripped at 102° C. and 15 mm pressure. 333 grams of product was obtained having a ... The reactants are C1(=CC=CC=C1)P(=O)(C1=CC=CC=C1)N=[N+]=[N-] (diphenylphosphoryl azide), SC1=C(C(=O)O)C=CC=N1 (2-mercaptonicotinic acid). Solvent: N1=CC=CC=C1 (pyridine), C(C)N(CC)CC (triethylamine). Run at temperature 25 celsius, time 30 minute. Yields the product S1N=C(C=2C1=NC=CC2)O (isothiazolo[5,4-b]pyridin-3-ol). As a reaction SMILES: C1(P([N:15]=[N+]=[N-])(C2C=CC=CC=2)=O)C=CC=CC=1.[SH:18][C:19]1[N:27]=[CH:26][CH:25]=[CH:24][C:20]=1[C:21](O)=[O:22]>N1C=CC=CC=1.C(N(CC)CC)C>[S:18]1[C:19]2=[N:27][CH:26]=[CH:25][CH:24]=[C:20]2[C:21]([OH:22])=[N:15]1. Reported procedure: To a solution of diphenylphosphoryl azide (6.9 ml, 32 mmol) in pyridine (50 ml) and triethylamine (4.5 ml) is added, at 0° C., 2-mercaptonicotinic acid (5 g, 32 mmol) in portions. After 30 min, the ice cooling is removed and the mixture is stirred at 25° C. for a further 16 h. The solvent is distilled off under reduced pressure and the residue, a viscous oil, is admixed with methyl tert-butyl ether. While stirring, EtOAc/H2O is added and the mixture is stirred for another 15 min. The resulting p... Starting materials: OCC(C(C(C)(C)C)=O)OC1=CC=CC=C1 (1-Hydroxy-2-phenoxy-4,4-dimethyl-pentan-3-one), S(=O)(Cl)Cl (Thionyl chloride). The solvent is C(Cl)Cl (methylene chloride). The product is ClCC(C(C(C)(C)C)=O)OC1=CC=CC=C1 (1-chloro-4,4-dimethyl-2-phenoxy-pentan-3-one). Yield: 77.3%. As a reaction SMILES: O[CH2:2][CH:3]([O:10][C:11]1[CH:16]=[CH:15][CH:14]=[CH:13][CH:12]=1)[C:4](=[O:9])[C:5]([CH3:8])([CH3:7])[CH3:6].S(Cl)([Cl:19])=O>C(Cl)Cl>[Cl:19][CH2:2][CH:3]([O:10][C:11]1[CH:16]=[CH:15][CH:14]=[CH:13][CH:12]=1)[C:4](=[O:9])[C:5]([CH3:8])([CH3:7])[CH3:6]. Procedure details: 1-Hydroxy-2-phenoxy-4,4-dimethyl-pentan-3-one (111.1 g, 0.5 mol) is dissolved in 500 ml of methylene chloride. Thionyl chloride (62 g, 0.52 mol) is added dropwise to the solution at room temperature. The start of the reaction can be accelerated by gentle warming. After a reaction time of two hours at room temperature, the solvent is distilled off in vacuo and the oily residue is degassed in a high vaccum to afford 93.0 g (77% of theory) of 1-chloro-4,4-dimethyl-2-phenoxy-pentan-3-one as an oil h...